describe an organic reaction: reactants, conditions, products, and yield From a dataset of the Open Reaction Database (ORD), a public repository of structured organic reaction records. Isolated yield 28.7%. Starting materials: CNCCCN1C=2C=CC=CC2CCC3=C1C=CC=C3.Cl (Desipramine hydrochloride), C([O-])([O-])=O.[K+].[K+] (potassium carbonate), C(CCCCCCC)C(Cl)(Cl)Cl (Octyl chloroform). Procedure: Desipramine hydrochloride (1 equivalent, 0.3 gram) was added drop wise to a stirred solution of potassium carbonate (2.5 equivalents, 0.34 gram) in dry DMF at 0° C. Octyl chloroform (1.5 equivalents, 0.429 grams) which had been dissolved in dry DMF was added drop wise to this mixture and stirred for 12 hours at room temperature. The reaction mixture was quenched with water, extracted with ethyl acetate, the organic layer separated, washed with brine solution and dried over anhydrous sodium sulfa... Yields the product C(CCCCCCC)OC(N(C)CCCN1C2=C(CCC3=C1C=CC=C3)C=CC=C2)=O ([3-(10,11-Dihydro-dibenzo[b,f]azepin-5-yl)-propyl]-methyl-carbamic acid octyl ester). Reaction conditions: time 12 hour. Solvent: CN(C)C=O (DMF), CN(C)C=O (DMF). Reaction SMILES: [CH3:1][NH:2][CH2:3][CH2:4][CH2:5][N:6]1[C:16]2[CH:17]=[CH:18][CH:19]=[CH:20][C:15]=2[CH2:14][CH2:13][C:12]2[CH:11]=[CH:10][CH:9]=[CH:8][C:7]1=2.Cl.[C:22](=[O:25])([O-])[O-:23].[K+].[K+].[CH2:28]([C:36](Cl)(Cl)Cl)[CH2:29][CH2:30][CH2:31][CH2:32][CH2:33][CH2:34]C>CN(C=O)C>[CH2:36]([O:23][C:22](=[O:25])[N:2]([CH2:3][CH2:4][CH2:5][N:6]1[C:7]2[CH:8]=[CH:9][CH:10]=[CH:11][C:12]=2[CH2:13][CH2:14][C:15]2[CH:20]=[CH:19][CH:18]=[CH:17][C:16]1=2)[CH3:1])[CH2:28][CH2:29][CH2:30][CH2:31][CH2:32][CH2:33][CH3:34] |f:0.1,2.3.4|. Reactants: O=C(CP(OC)(OC)=O)COC=1C=NC=CC1 (dimethyl [2-oxo-3-(pyrid-3-yloxy)propyl]-phosphonate), N1=CC=C(C=C1)CCC(=O)OCC (ethyl 3-(pyrid-4-yl)propionate). Solvent: CC(=O)C (acetone). Yields the product O=C(CP(OC)(OC)=O)CCC1=CC=NC=C1 (dimethyl [2-oxo-4-(pyrid-4-yl)butyl]phosphonate). As a reaction SMILES: O=C(COC1C=NC=CC=1)[CH2:3][P:4](=[O:9])([O:7][CH3:8])[O:5][CH3:6].[N:18]1[CH:23]=[CH:22][C:21]([CH2:24][CH2:25][C:26]([O:28]CC)=O)=[CH:20][CH:19]=1>CC(C)=O>[O:28]=[C:26]([CH2:25][CH2:24][C:21]1[CH:20]=[CH:19][N:18]=[CH:23][CH:22]=1)[CH2:3][P:4](=[O:9])([O:7][CH3:8])[O:5][CH3:6]. Procedure details: The process described in Example 1 for the preparation of dimethyl [2-oxo-3-(pyrid-3-yloxy)propyl]-phosphonate was repeated, using ethyl 3-(pyrid-4-yl)propionate in place of ethyl 3-pyridyloxyacetate, to give dimethyl [2-oxo-4-(pyrid-4-yl)butyl]phosphonate, RF = 0.63 (acetone). The n.m.r. spectrum in deuteriochloroform showed the following characteristic absorptions (δ values):